This data is from the Open Reaction Database (ORD), a public repository of structured organic reaction records. The task is: describe an organic reaction: reactants, conditions, products, and yield Starting materials: C([O-])([O-])=O.[K+].[K+] (potassium carbonate), [I-].[K+] (potassium iodide), CCCBr (n-propyl bromide), C(C1=CC=CC=C1)OC1=C(C=C(C=O)C=C1)O (4-benzyloxy-3-hydroxybenzaldehyde). The solvent is CS(=O)C (dimethyl sulfoxide). The product is C(C1=CC=CC=C1)OC1=C(C=C(C=O)C=C1)OCCC (4-benzyloxy-3-propoxybenzaldehyde). Isolated yield 89.4%. As a reaction SMILES: C(=O)([O-])[O-].[K+].[K+].[I-].[K+].[CH3:9][CH2:10][CH2:11]Br.[CH2:13]([O:20][C:21]1[CH:28]=[CH:27][C:24]([CH:25]=[O:26])=[CH:23][C:22]=1[OH:29])[C:14]1[CH:19]=[CH:18][CH:17]=[CH:16][CH:15]=1>CS(C)=O>[CH2:13]([O:20][C:21]1[CH:28]=[CH:27][C:24]([CH:25]=[O:26])=[CH:23][C:22]=1[O:29][CH2:9][CH2:10][CH3:11])[C:14]1[CH:15]=[CH:16][CH:17]=[CH:18][CH:19]=1 |f:0.1.2,3.4|. Reported procedure: 2.15 g (15.6 mmol) of potassium carbonate, 0.20 g (1.22 mmol) of potassium iodide and 1.20 ml (13.2 mmol) of n-propyl bromide were added to a solution of 2.73 g (12.0 mmol) of 4-benzyloxy-3-hydroxybenzaldehyde in 18 ml of dimethyl sulfoxide (DMSO) and were allowed to react for 24 hours at 60° C. Thereafter, the reaction mixture was cooled to room temperature and partitioned between ethyl acetate and water and the organic phase was washed several times with saturated sodium chloride solution, dri... The reactants are NC1=CC(N(C(N1C1=CC=CC=C1)=O)C)=O (6-Amino-3-methyl-1-phenyluracil), C(C)(=O)O (acetic acid), Example 1, Cl (hydrochloric acid). Run at temperature 100 celsius. The product is OC1=CC(N(C(N1C1=CC=CC=C1)=O)C)=O (6-hydroxy-3-methyl-1-phenyluracil). The yield is 68.0%. As a reaction SMILES: N[C:2]1[N:7]([C:8]2[CH:13]=[CH:12][CH:11]=[CH:10][CH:9]=2)[C:6](=[O:14])[N:5]([CH3:15])[C:4](=[O:16])[CH:3]=1.Cl.C(O)(=[O:20])C>>[OH:20][C:2]1[N:7]([C:8]2[CH:13]=[CH:12][CH:11]=[CH:10][CH:9]=2)[C:6](=[O:14])[N:5]([CH3:15])[C:4](=[O:16])[CH:3]=1. Procedure details: 6-Amino-3-methyl-1-phenyluracil as obtained in Reference Example 1 (8.7 g, 40 mM) was dissolved in 80 ml of acetic acid and hydrochloric acid (16 ml) was added, followed by heating at 100° C. for 1 hour. The solvent acetic acid was then distilled off under reduced pressure and water war added to the residue. The pH of the resulting solution was adjusted to 1 by adding hydrochloric acid and a product was extracted with dichloromethane. After the solvent dichloromethane was distilled off under red...